This data is from the Open Reaction Database (ORD), a public repository of structured organic reaction records. The task is: describe an organic reaction: reactants, conditions, products, and yield The reactants are O=C([O-])[O-], CCOC(=O)c1nc(Br)c2onc(-c3ccccc3)c2c1O, [Cs+], [Cs+], C1COCCO1, OB(O)c1ccccc1, c1ccc(P(c2ccccc2)(c2ccccc2)[Pd](P(c2ccccc2)(c2ccccc2)c2ccccc2)(P(c2ccccc2)(c2ccccc2)c2ccccc2)P(c2ccccc2)(c2ccccc2)c2ccccc2)cc1. Product: CCOC(=O)c1nc(-c2ccccc2)c2onc(-c3ccccc3)c2c1O. Reaction SMILES: [C:32](=[O:33])([O-:34])[O-:35].[CH2:1]([CH3:2])[O:3][C:4](=[O:5])[c:6]1[c:7]([OH:22])[c:8]2[c:9]([c:10]([Br:12])[n:11]1)[o:13][n:14][c:15]2-[c:16]1[cH:17][cH:18][cH:19][cH:20][cH:21]1.[Cs+:36].[Cs+:37].[O:115]1[CH2:116][CH2:117][O:118][CH2:119][CH2:120]1.[OH:23][B:24]([OH:25])[c:26]1[cH:27][cH:28][cH:29][cH:30][cH:31]1.[cH:38]1[cH:39][cH:40][c:41]([P:42]([Pd:43]([P:44]([c:45]2[cH:46][cH:47][cH:48][cH:49][cH:50]2)([c:51]2[cH:52][cH:53][cH:54][cH:55][cH:56]2)[c:57]2[cH:58][cH:59][cH:60][cH:61][cH:62]2)([P:63]([c:64]2[cH:65][cH:66][cH:67][cH:68][cH:69]2)([c:70]2[cH:71][cH:72][cH:73][cH:74][cH:75]2)[c:76]2[cH:77][cH:78][cH:79][cH:80][cH:81]2)[P:82]([c:83]2[cH:84][cH:85][cH:86][cH:87][cH:88]2)([c:89]2[cH:90][cH:91][cH:92][cH:93][cH:94]2)[c:95]2[cH:96][cH:97][cH:98][cH:99][cH:100]2)([c:101]2[cH:102][cH:103][cH:104][cH:105][cH:106]2)[c:107]2[cH:108][cH:109][cH:110][cH:111][cH:112]2)[cH:113][cH:114]1>>[CH2:1]([CH3:2])[O:3][C:4](=[O:5])[c:6]1[c:7]([OH:22])[c:8]2[c:9]([c:10](-[c:26]3[cH:27][cH:28][cH:29][cH:30][cH:31]3)[n:11]1)[o:13][n:14][c:15]2-[c:16]1[cH:17][cH:18][cH:19][cH:20][cH:21]1. The reactants are CC1CCN(CC1)CC[C@@H]1NCCC1 ((R)-2-[2-(4-Methyl-piperidin-1-yl)ethyl]pyrrolidine), C(C)(C)N(CC)C(C)C (diisopropylethylamine), C1(=CC=CC2=CC=CC=C12)S(=O)(=O)Cl (1-naphthalene sulfonyl chloride). The solvent is ClCCl (dichloromethane). Reaction conditions: time 12 hour. Yields the product CC1CCN(CC1)CC[C@@H]1N(CCC1)S(=O)(=O)C1=CC=CC2=CC=CC=C12 ((R)-2-[2-(4-Methyl-piperidin-1-yl)ethyl]-1-(naphthalene-1-sulfonyl)pyrrolidine). RXN SMILES: [CH3:1][CH:2]1[CH2:7][CH2:6][N:5]([CH2:8][CH2:9][C@H:10]2[CH2:14][CH2:13][CH2:12][NH:11]2)[CH2:4][CH2:3]1.C(N(C(C)C)CC)(C)C.[C:24]1([S:34](Cl)(=[O:36])=[O:35])[C:33]2[C:28](=[CH:29][CH:30]=[CH:31][CH:32]=2)[CH:27]=[CH:26][CH:25]=1>ClCCl>[CH3:1][CH:2]1[CH2:7][CH2:6][N:5]([CH2:8][CH2:9][C@H:10]2[CH2:14][CH2:13][CH2:12][N:11]2[S:34]([C:24]2[C:33]3[C:28](=[CH:29][CH:30]=[CH:31][CH:32]=3)[CH:27]=[CH:26][CH:25]=2)(=[O:36])=[O:35])[CH2:4][CH2:3]1. Procedure details: To a solution of (R)-2-[2-(4-Methyl-piperidin-1-yl)ethyl]pyrrolidine (D6) 1 mmol and -diisopropylethylamine (1 mmol) in dichloromethane (10 mL) at 0° C. was added 1-naphthalene sulfonyl chloride. Stirring was continued at room temp. for 12 hours. The solution was washed with 10% aqueous NaOH and brine, dried and concentrated. The residue was purified by chromatography on silica gel to afford the title compound (MH30 387).